This data is from the Open Reaction Database (ORD), a public repository of structured organic reaction records. The task is: describe an organic reaction: reactants, conditions, products, and yield The reactants are BrCC1OCCO1, CCCCCCN, [Na+], [OH-], O. Yields the product CCCCCCNCC1OCCO1. RXN SMILES: [Br:1][CH2:2][CH:3]1[O:4][CH2:5][CH2:6][O:7]1.[CH2:8]([CH2:9][CH2:10][CH2:11][CH2:12][CH3:13])[NH2:14].[Na+:16].[OH-:15].[OH2:17]>>[CH2:2]([CH:3]1[O:4][CH2:5][CH2:6][O:7]1)[NH:14][CH2:8][CH2:9][CH2:10][CH2:11][CH2:12][CH3:13]. The reactants are CN(C)C=O, CCn1ncc2c(NC3CCOCC3)c(-c3nc(CNC(=O)CCCCCl)no3)cnc21, [H-], [Na+], O. Yields the product CCn1ncc2c(NC3CCOCC3)c(-c3nc(CN4CCCCC4=O)no3)cnc21. RXN SMILES: [CH3:35][N:36]([CH3:37])[CH:38]=[O:39].[Cl:1][CH2:2][CH2:3][CH2:4][CH2:5][C:6](=[O:7])[NH:8][CH2:9][c:10]1[n:11][o:12][c:13](-[c:15]2[c:16]([NH:26][CH:27]3[CH2:28][CH2:29][O:30][CH2:31][CH2:32]3)[c:17]3[c:18]([n:19][cH:20]2)[n:21]([CH2:24][CH3:25])[n:22][cH:23]3)[n:14]1.[H-:33].[Na+:34].[OH2:40]>>[CH2:2]1[CH2:3][CH2:4][CH2:5][C:6](=[O:7])[N:8]1[CH2:9][c:10]1[n:11][o:12][c:13](-[c:15]2[c:16]([NH:26][CH:27]3[CH2:28][CH2:29][O:30][CH2:31][CH2:32]3)[c:17]3[c:18]([n:19][cH:20]2)[n:21]([CH2:24][CH3:25])[n:22][cH:23]3)[n:14]1.